This data is from the Open Reaction Database (ORD), a public repository of structured organic reaction records. The task is: describe an organic reaction: reactants, conditions, products, and yield RXN SMILES: [Cl:1][C:2]1[CH:3]=[N:4][C:5]2[C:6](=O)[CH2:7][CH2:8][C:9]=2[CH:10]=1.[NH2:12][C:13]1[CH:14]=[CH:15][C:16]([F:27])=[C:17]([C@@:19]2([CH3:26])[NH:24][C:23](=[O:25])[CH2:22][O:21][CH2:20]2)[CH:18]=1.[B][B][B][B][B][B][B][B][B][B].C(=O)([O-])O.[Na+]>CO.ClCCl>[Cl:1][C:2]1[CH:3]=[N:4][C:5]2[CH:6]([NH:12][C:13]3[CH:14]=[CH:15][C:16]([F:27])=[C:17]([C@@:19]4([CH3:26])[NH:24][C:23](=[O:25])[CH2:22][O:21][CH2:20]4)[CH:18]=3)[CH2:7][CH2:8][C:9]=2[CH:10]=1 |f:3.4,^3:27,36,^1:28,29,30,31,32,33,34,35|. Procedure: A solution of 3-chloro-5,6-dihydro-[1]pyrindin-7-one (34.5 mg, 0.21 mmol) and (R)-5-(5-amino-2-fluoro-phenyl)-5-methyl-morpholin-3-one (50.1 mg, 0.22 mmol) in a mixture of methanol (7.3 ml) and dichloromethane (0.9 ml) was treated with decaborane (6.9 mg, 0.21 mmol). The reaction mixture was stirred at room temperature for 22 hours. For the workup, the mixture was poured into a saturated aqueous solution of sodium hydrogen carbonate, thereafter extracted with ethyl acetate. The combined organic ... Conditions: time 22 hour. The yield is 71.0%. Reactants: ClC=1C=NC=2C(CCC2C1)=O (3-chloro-5,6-dihydro-[1]pyrindin-7-one), NC=1C=CC(=C(C1)[C@@]1(COCC(N1)=O)C)F ((R)-5-(5-amino-2-fluoro-phenyl)-5-methyl-morpholin-3-one), [B][B][B][B][B][B][B][B][B][B] (decaborane), C(O)([O-])=O.[Na+] (sodium hydrogen carbonate). Yields the product ClC=1C=NC=2C(CCC2C1)NC=1C=CC(=C(C1)[C@@]1(COCC(N1)=O)C)F ((R)-5-[5-((RS)-3-chloro-6,7-dihydro-5H-[1]pyrindin-7-ylamino)-2-fluoro-phenyl]-5-methyl-morpholin-3-one), solid. Solvent: CO (methanol), ClCCl (dichloromethane). The reactants are CC[N+](CC)(CC)Cc1ccccc1, [Cl-], N#CCc1ccc(Cl)cc1, O=[N+]([O-])c1cc(Cl)c(Cl)c(Cl)c1, Cl, [Na+], C1CCOC1, [OH-]. Yields the product N#CC(c1ccc(Cl)cc1)c1c(Cl)cc([N+](=O)[O-])cc1Cl. Reaction SMILES: [CH2:27]([N+:28]([CH2:29][CH3:30])([CH2:31][CH3:32])[CH2:33][c:34]1[cH:35][cH:36][cH:37][cH:38][cH:39]1)[CH3:40].[Cl-:26].[Cl:15][c:16]1[cH:17][cH:18][c:19]([CH2:22][C:23]#[N:24])[cH:20][cH:21]1.[Cl:1][c:2]1[c:3]([Cl:12])[c:4]([Cl:11])[cH:5][c:6]([N+:8](=[O:9])[O-:10])[cH:7]1.[ClH:25].[Na+:14].[O:41]1[CH2:42][CH2:43][CH2:44][CH2:45]1.[OH-:13]>>[Cl:1][c:2]1[c:3]([CH:22]([c:19]2[cH:18][cH:17][c:16]([Cl:15])[cH:21][cH:20]2)[C:23]#[N:24])[c:4]([Cl:11])[cH:5][c:6]([N+:8](=[O:9])[O-:10])[cH:7]1. The reactants are C[O-].[Na+] (Sodium methoxide), CI (methyl iodide), S1C(=NC=2C=NC=3C=CC=CC3C21)S (thiazolo[4,5-c]quinoline-2-thiol). Run in CO (methanol). Product: CSC=1SC2=C(C=NC=3C=CC=CC23)N1 (2-(methylthio)thiazolo[4,5-c]quinoline). As a reaction SMILES: [CH3:1][O-].[Na+].CI.[S:6]1[C:18]2[C:17]3[CH:16]=[CH:15][CH:14]=[CH:13][C:12]=3[N:11]=[CH:10][C:9]=2[N:8]=[C:7]1[SH:19]>CO>[CH3:1][S:19][C:7]1[S:6][C:18]2[C:17]3[CH:16]=[CH:15][CH:14]=[CH:13][C:12]=3[N:11]=[CH:10][C:9]=2[N:8]=1 |f:0.1|. Procedure details: Sodium methoxide (15.8 mL of 25% in methanol, 69 mmol) and methyl iodide (3.9 mL, 63 mmol) were added to a solution of thiazolo[4,5-c]quinoline-2-thiol (13.65 g, 63 mmol) in methanol (160 mL). The reaction mixture was heated on a steam bath for 1 hour. The solvent was removed under vacuum. The resulting light green-yellow solid was slurried with water, isolated by filtration, and washed with water to provide 9.8 g of crude product. A portion (1 g) was recrystallized from methanol to provide 2-(m... Reactants: C[C@@H]1NC(C2(C1)CCN(CC2)C(=O)OC(C)(C)C)=O ((S)-tert-Butyl 3-methyl-1-oxo-2,8-diazaspiro[4.5]decane-8-carboxylate), CC1N(C(C2(C1)CCNCC2)=O)C=2COC(C2)=O (3-methyl-2-(5-oxo-2,5-dihydrofuran-3-yl)-2,8-diazaspiro[4.5]decan-1-one). Yields the product C[C@@H]1N(C(C2(C1)CCNCC2)=O)C=2COC(C2)=O ((S)-3-methyl-2-(5-oxo-2,5-dihydrofuran-3-yl)-2,8-diazaspiro[4.5]decan-1-one). Reaction SMILES: C[C@H]1CC2(CCN(C(OC(C)(C)C)=O)CC2)C(=O)N1.[CH3:20][CH:21]1[CH2:25][C:24]2([CH2:30][CH2:29][NH:28][CH2:27][CH2:26]2)[C:23](=[O:31])[N:22]1[C:32]1[CH2:33][O:34][C:35](=[O:37])[CH:36]=1>>[CH3:20][C@H:21]1[CH2:25][C:24]2([CH2:26][CH2:27][NH:28][CH2:29][CH2:30]2)[C:23](=[O:31])[N:22]1[C:32]1[CH2:33][O:34][C:35](=[O:37])[CH:36]=1. Procedure: The title compound was prepared in two steps from (S)-tert-Butyl 3-methyl-1-oxo-2,8-diazaspiro[4.5]decane-8-carboxylate in an analogous fashion to that described for the preparation of the racemate 3-methyl-2-(5-oxo-2,5-dihydrofuran-3-yl)-2,8-diazaspiro[4.5]decan-1-one (I-22) immediately above. LC-MS (IE, m/z): 251 (M+1)+. The reactants are CN(C=O)C (dimethylformamide), C(C)(=O)OCCCBr (3-acetoxypropyl bromide), C(#N)C=1C(OC2=C(C=CC=C2C1)O)=O (3-cyano-8-hydroxycoumarin), [H-].[Na+] (sodium hydride). Solvent: O (water). Run at time 20 minute. Product: C(#N)C=1C(OC2=C(C=CC=C2C1)OCCCOC(C)=O)=O (3-cyano-8-(3-acetoxypropoxy)coumarin). The yield is 25.0%. RXN SMILES: CN(C)C=O.[C:6]([C:8]1[C:9](=[O:19])[O:10][C:11]2[C:16]([CH:17]=1)=[CH:15][CH:14]=[CH:13][C:12]=2[OH:18])#[N:7].[H-].[Na+].[C:22]([O:25][CH2:26][CH2:27][CH2:28]Br)(=[O:24])[CH3:23]>O>[C:6]([C:8]1[C:9](=[O:19])[O:10][C:11]2[C:16]([CH:17]=1)=[CH:15][CH:14]=[CH:13][C:12]=2[O:18][CH2:28][CH2:27][CH2:26][O:25][C:22](=[O:24])[CH3:23])#[N:7] |f:2.3|. Reported procedure: In 150 ml. of dry dimethylformamide was dissolved 9.35 g. of 3-cyano-8-hydroxycoumarin. To the resulting solution was added 2.5 g. of about 60% sodium hydride with agitation and ice-cooling, and after raising to room temperature, the solution was agitated for 20 minutes. After adding dropwise 9.05 g. of 3-acetoxypropyl bromide at a temperature of 80° to 90° C. with agitation, the reaction was carried out for 5 hours with agitation. After the completion of the reaction, the reaction mixture was p... Reactants: ( j ), C(C)(C)(C)OC(=O)N1C[C@H]([C@@H]([C@H](C1)OCC1=CC2=CC=CC=C2C(=C1)OC)C1=CC=C(C=C1)OCCCOC1=C(C=CC=C1)[N+](=O)[O-])OC[C@@H](COS(=O)(=O)C1=CC=C(C=C1)C)O ((3S,4R,5R)-3-[(2S)-2-hydroxy-3-(toluene-4-sulfonyloxy)-propoxy]-5-(4-methoxy-naphthalen-2-ylmethoxy)-4-[4-[3-(2-nitro-phenoxy)-propoxy]-phenyl]-piperidine-1-carboxylic acid tert-butyl ester), [OH-].[Na+] (sodium hydroxide). Run in CS(=O)C (dimethylsulfoxide). Product: C(C)(C)(C)OC(=O)N1C[C@@H]([C@H]([C@@H](C1)OC[C@@H]1OC1)C1=CC=C(C=C1)OCCCOC1=C(C=CC=C1)[N+](=O)[O-])OCC1=CC2=CC=CC=C2C(=C1)OC ((3R,4R,5S)-3-(4-methoxy-naphthalen-2-ylmethoxy)-4-[4-[3-(2-nitro-phenoxy)-propoxy]-phenyl]-5-[(2R)-oxiranylmethoxy]-piperidine-1-carboxylic acid tert-butyl ester). Reaction SMILES: [C:1]([O:5][C:6]([N:8]1[CH2:13][C@H:12]([O:14][CH2:15][C:16]2[CH:25]=[C:24]([O:26][CH3:27])[C:23]3[C:18](=[CH:19][CH:20]=[CH:21][CH:22]=3)[CH:17]=2)[C@@H:11]([C:28]2[CH:33]=[CH:32][C:31]([O:34][CH2:35][CH2:36][CH2:37][O:38][C:39]3[CH:44]=[CH:43][CH:42]=[CH:41][C:40]=3[N+:45]([O-:47])=[O:46])=[CH:30][CH:29]=2)[C@H:10]([O:48][CH2:49][C@H:50](O)[CH2:51][O:52]S(C2C=CC(C)=CC=2)(=O)=O)[CH2:9]1)=[O:7])([CH3:4])([CH3:3])[CH3:2].[OH-].[Na+]>CS(C)=O>[C:1]([O:5][C:6]([N:8]1[CH2:9][C@@H:10]([O:48][CH2:49][C@H:50]2[CH2:51][O:52]2)[C@H:11]([C:28]2[CH:33]=[CH:32][C:31]([O:34][CH2:35][CH2:36][CH2:37][O:38][C:39]3[CH:44]=[CH:43][CH:42]=[CH:41][C:40]=3[N+:45]([O-:47])=[O:46])=[CH:30][CH:29]=2)[C@@H:12]([O:14][CH2:15][C:16]2[CH:25]=[C:24]([O:26][CH3:27])[C:23]3[C:18](=[CH:19][CH:20]=[CH:21][CH:22]=3)[CH:17]=2)[CH2:13]1)=[O:7])([CH3:3])([CH3:4])[CH3:2] |f:1.2|. Reported procedure: In analogy to the procedure described in example 1) (j) the (3S,4R,5R)-3-[(2S)-2-hydroxy-3-(toluene-4-sulfonyloxy)-propoxy]-5-(4-methoxy-naphthalen-2-ylmethoxy)-4-[4-[3-(2-nitro-phenoxy)-propoxy]-phenyl]-piperidine-1-carboxylic acid tert-butyl ester was treated with sodium hydroxide solution in dimethylsulfoxide to yield the (3R,4R,5S)-3-(4-methoxy-naphthalen-2-ylmethoxy)-4-[4-[3-(2-nitro-phenoxy)-propoxy]-phenyl]-5-[(2R)-oxiranylmethoxy]-piperidine-1-carboxylic acid tert-butyl ester as light ye... The reactants are O=C(OC(Cl)(Cl)Cl)OC(Cl)(Cl)Cl, CCNC1CCC(O)CC1, Nc1ccc2nc(NC3CCc4ccccc43)ccc2c1. The product is CCN(C(=O)Nc1ccc2nc(NC3CCc4ccccc43)ccc2c1)C1CCC(O)CC1. Reaction SMILES: [C:1]([O:2][C:3]([Cl:4])([Cl:5])[Cl:6])([O:7][C:8]([Cl:9])([Cl:10])[Cl:11])=[O:12].[CH2:13]([CH3:14])[NH:15][CH:16]1[CH2:17][CH2:18][CH:19]([OH:22])[CH2:20][CH2:21]1.[CH:23]1([NH:32][c:33]2[n:34][c:35]3[cH:36][cH:37][c:38]([NH2:43])[cH:39][c:40]3[cH:41][cH:42]2)[CH2:24][CH2:25][c:26]2[cH:27][cH:28][cH:29][cH:30][c:31]21>>[C:1](=[O:12])([N:15]([CH2:13][CH3:14])[CH:16]1[CH2:17][CH2:18][CH:19]([OH:22])[CH2:20][CH2:21]1)[NH:43][c:38]1[cH:37][cH:36][c:35]2[n:34][c:33]([NH:32][CH:23]3[CH2:24][CH2:25][c:26]4[cH:27][cH:28][cH:29][cH:30][c:31]43)[cH:42][cH:41][c:40]2[cH:39]1. The reactants are CCO, Cc1ccnc(-c2ccc(C)c([N+](=O)[O-])c2)c1. The product is Cc1ccnc(-c2ccc(C)c(N)c2)c1. As a reaction SMILES: [CH3:18][CH2:19][OH:20].[CH3:1][c:2]1[cH:3][c:4](-[c:8]2[cH:9][c:10]([N+:15]([O-:16])=[O:17])[c:11]([CH3:14])[cH:12][cH:13]2)[n:5][cH:6][cH:7]1>>[CH3:1][c:2]1[cH:3][c:4](-[c:8]2[cH:9][c:10]([NH2:15])[c:11]([CH3:14])[cH:12][cH:13]2)[n:5][cH:6][cH:7]1. Starting materials: COC(N(C)C)OC (1,1-dimethoxy-N,N-dimethylmethanamine), S(=O)(=O)(O)[O-].[Na+] (sodium hydrogen sulfate), BrC1=C(C=CC=C1)S(=O)(=O)N (2-bromobenzene-1-sulfonamide), BrC1=C(C=CC=C1)S(=O)(=O)N (2-bromobenzene-1-sulfonamide), CN(C)C=O (DMF). The solvent is O (water). Yields the product BrC1=C(C=CC=C1)S(=O)(=O)/N=C/N(C)C (2-bromo-N-[1-dimethylaminometh-(E)-ylidene]benzenesulfonamide). As a reaction SMILES: [Br:1][C:2]1[CH:7]=[CH:6][CH:5]=[CH:4][C:3]=1[S:8]([NH2:11])(=[O:10])=[O:9].[CH3:12][N:13]([CH:15]=O)[CH3:14].COC(OC)N(C)C.S([O-])(O)(=O)=O.[Na+]>O>[Br:1][C:2]1[CH:7]=[CH:6][CH:5]=[CH:4][C:3]=1[S:8](/[N:11]=[CH:12]/[N:13]([CH3:15])[CH3:14])(=[O:10])=[O:9] |f:3.4|. Procedure: The starting material, 2-bromobenzene-1-sulfonamide, is commercially available. Reaction of 2-bromobenzene-1-sulfonamide in a solvent such as DMF, with 1,1-dimethoxy-N,N-dimethylmethanamine, followed by the addition of sodium hydrogen sulfate in water, yields 2-bromo-N-[1-dimethylaminometh-(E)-ylidene]benzenesulfonamide. This compound is reacted with 4-methylphenylboronic acid to yield 4′-methylbiphenyl-2-sulfonic acid 1-dimethylaminometh-(E)-ylideneamide, then the —(CH2)r-L moiety is added, for... The reactants are O (water), C(C)OC(CC(C(CC)=O)C(CC)=O)=O (4-oxo-3-propionyl-hexanoic acid ethyl ester), O=C(C(CC(=O)OC(C)(C)C)C(CC)=O)CC (1,1-dimethylethyl 4-oxo-3-propanoylhexanoate), BrC1=CC=C(C=C1)C(C)NN ([1-(4-bromo-phenyl)-ethyl]-hydrazine). Solvent: CO (methanol). Reaction conditions: time 8 hour. Yields the product C(C)OC(CC=1C(=NN(C1CC)C(C)C1=CC=C(C=C1)Br)CC)=O ({1-[1-(4-Bromo-phenyl)-ethyl]-3,5-diethyl-1H-pyrazol-4-yl}-acetic acid ethyl ester). Isolated yield 86.3%. Reaction SMILES: [CH2:1]([O:3][C:4](=[O:15])[CH2:5][CH:6]([C:11](=O)[CH2:12][CH3:13])[C:7](=O)[CH2:8][CH3:9])[CH3:2].O=C(CC)C(C(=O)CC)CC(OC(C)(C)C)=O.[Br:33][C:34]1[CH:39]=[CH:38][C:37]([CH:40]([NH:42][NH2:43])[CH3:41])=[CH:36][CH:35]=1.O>CO>[CH2:1]([O:3][C:4](=[O:15])[CH2:5][C:6]1[C:11]([CH2:12][CH3:13])=[N:43][N:42]([CH:40]([C:37]2[CH:38]=[CH:39][C:34]([Br:33])=[CH:35][CH:36]=2)[CH3:41])[C:7]=1[CH2:8][CH3:9])[CH3:2]. Procedure: To a solution of 4-oxo-3-propionyl-hexanoic acid ethyl ester (500 mg) (preparation analagous to that of 1,1-dimethylethyl 4-oxo-3-propanoylhexanoate in WO2007/141267) in methanol (20 ml) at room temperature was added [1-(4-bromo-phenyl)-ethyl]-hydrazine (0.75 g). After overnight stirring, water was added and the mixture extracted 3 times with ethyl acetate. The organic layer was separated; washed with water and brine solution, then dried and concentrated to afford 792 mg of the title compound. R...